From a dataset of the Open Reaction Database (ORD), a public repository of structured organic reaction records. describe an organic reaction: reactants, conditions, products, and yield Reactants: CC(C)(C)OC(=O)OC(=O)OC(C)(C)C, CN(C)c1ccncc1, CN(C)C=O, CC(C)(C)OC(=O)N(C(=O)OC(C)(C)C)c1ncc(B2OC(C)(C)C(C)(C)O2)cc1-c1nc2ccccc2o1, Nc1ncc(Br)cc1-c1nc2ccccc2o1. Product: CC(C)(C)OC(=O)N(C(=O)OC(C)(C)C)c1ncc(Br)cc1-c1nc2ccccc2o1. As a reaction SMILES: [CH3:57][C:58]([O:59][C:60]([O:61][C:62]([O:63][C:64]([CH3:65])([CH3:66])[CH3:67])=[O:68])=[O:69])([CH3:70])[CH3:71].[CH3:72][N:73]([CH3:74])[c:75]1[cH:76][cH:77][n:78][cH:79][cH:80]1.[O:81]=[CH:82][N:83]([CH3:84])[CH3:85].[o:1]1[c:2](-[c:10]2[c:11]([N:25]([C:26]([O:27][C:28]([CH3:29])([CH3:30])[CH3:31])=[O:32])[C:33](=[O:34])[O:35][C:36]([CH3:37])([CH3:38])[CH3:39])[n:12][cH:13][c:14]([B:16]3[O:17][C:18]([CH3:19])([CH3:20])[C:21]([CH3:22])([CH3:23])[O:24]3)[cH:15]2)[n:3][c:4]2[c:5]1[cH:6][cH:7][cH:8][cH:9]2.[o:40]1[c:41]2[cH:42][cH:43][cH:44][cH:45][c:46]2[n:47][c:48]1-[c:49]1[c:50]([NH2:51])[n:52][cH:53][c:54]([Br:55])[cH:56]1>>[o:1]1[c:2](-[c:10]2[c:11]([N:25]([C:26]([O:27][C:28]([CH3:29])([CH3:30])[CH3:31])=[O:32])[C:33](=[O:34])[O:35][C:36]([CH3:37])([CH3:38])[CH3:39])[n:12][cH:13][c:14]([Br:55])[cH:15]2)[n:3][c:4]2[c:5]1[cH:6][cH:7][cH:8][cH:9]2. Starting materials: C(CCC)O (n-butanol), S(=O)(Cl)Cl (thionyl chloride), IC1=CC=C(C=C1)N1N=C(C(C=C1C)=O)C(=O)O (1-(4-iodophenyl)-1,4-dihydro-4-oxo-6-methylpyridazine-3-carboxylic acid). Solvent: CCCCCC (hexane). Reaction conditions: temperature 0 celsius, time 15 minute. Yields the product IC1=CC=C(C=C1)N1N=C(C(C=C1C)=O)C(=O)OCCCC (n-Butyl 1-(4-iodophenyl)-1,4-dihydro-4-oxo-6-methylpyridazine-3-carboxylate). Yield: 52.0%. Reaction SMILES: [CH2:1](O)[CH2:2][CH2:3][CH3:4].S(Cl)(Cl)=O.[I:10][C:11]1[CH:16]=[CH:15][C:14]([N:17]2[C:22]([CH3:23])=[CH:21][C:20](=[O:24])[C:19]([C:25]([OH:27])=[O:26])=[N:18]2)=[CH:13][CH:12]=1>CCCCCC>[I:10][C:11]1[CH:16]=[CH:15][C:14]([N:17]2[C:22]([CH3:23])=[CH:21][C:20](=[O:24])[C:19]([C:25]([O:27][CH2:1][CH2:2][CH2:3][CH3:4])=[O:26])=[N:18]2)=[CH:13][CH:12]=1. Procedure: To 50 ml of n-butanol, cooled to -5° C., there is added dropwise 2.62 g (0.022 mol) of thionyl chloride. The solution is stirred at 0° C. for 15 minutes and to it there is added 7.12 g (0.02 mol) of 1-(4-iodophenyl)-1,4-dihydro-4-oxo-6-methylpyridazine-3-carboxylic acid. (See Example 3). The suspension formed is stirred at room temperature for 3 days and to it there is added 150 ml of hexane. The suspension is stirred at room temperature for 2 days and is vacuum filtered. The filter cake (HCl sa... The reactants are O=S(=O)(Cl)c1ccc2c(c1)CCC2, ClCCl, COC(=O)c1sccc1N, c1ccncc1. Yields the product COC(=O)c1sccc1NS(=O)(=O)c1ccc2c(c1)CCC2. Reaction SMILES: [CH2:1]1[CH2:2][CH2:3][c:4]2[cH:5][c:6]([S:10](=[O:11])(=[O:12])[Cl:13])[cH:7][cH:8][c:9]21.[Cl:30][CH2:31][Cl:32].[NH2:14][c:15]1[c:16]([C:20](=[O:21])[O:22][CH3:23])[s:17][cH:18][cH:19]1.[cH:24]1[cH:25][cH:26][n:27][cH:28][cH:29]1>>[CH2:1]1[CH2:2][CH2:3][c:4]2[cH:5][c:6]([S:10](=[O:11])(=[O:12])[NH:14][c:15]3[c:16]([C:20](=[O:21])[O:22][CH3:23])[s:17][cH:18][cH:19]3)[cH:7][cH:8][c:9]21. The reactants are ClC1=NC=C(C(=N1)NC1=CC(=CC=C1)O)F (2-chloro-5-fluoro-N4-(3-hydroxyphenyl)-4-pyrimidineamine), COC(=O)C=1OC2=C(C1)C=C(C=C2)N (2-methoxycarbonyl-5-aminobenzofuran). Product: FC=1C(=NC(=NC1)NC=1C=CC2=C(C=C(O2)C(=O)OC)C1)NC1=CC(=CC=C1)O (5-fluoro-N4-(3-hydroxyphenyl)-N2-(2-methoxycarbonylbenzofuran-5-yl)-2,4-pyrimidinediamine). Reaction SMILES: Cl[C:2]1[N:7]=[C:6]([NH:8][C:9]2[CH:14]=[CH:13][CH:12]=[C:11]([OH:15])[CH:10]=2)[C:5]([F:16])=[CH:4][N:3]=1.[CH3:17][O:18][C:19]([C:21]1[O:22][C:23]2[CH:29]=[CH:28][C:27]([NH2:30])=[CH:26][C:24]=2[CH:25]=1)=[O:20]>>[F:16][C:5]1[C:6]([NH:8][C:9]2[CH:14]=[CH:13][CH:12]=[C:11]([OH:15])[CH:10]=2)=[N:7][C:2]([NH:30][C:27]2[CH:28]=[CH:29][C:23]3[O:22][C:21]([C:19]([O:18][CH3:17])=[O:20])=[CH:25][C:24]=3[CH:26]=2)=[N:3][CH:4]=1. Procedure details: In like manner to the preparation of N4-(3,4-ethylenedioxyphenyl)-5-fluoro-N2-(3-hydroxyphenyl)-2,4-pyrimidinediamine, the reaction of 2-chloro-5-fluoro-N4-(3-hydroxyphenyl)-4-pyrimidineamine with 2-methoxycarbonyl-5-aminobenzofuran gave 5-fluoro-N4-(3-hydroxyphenyl)-N2-(2-methoxycarbonylbenzofuran-5-yl)-2,4-pyrimidinediamine. 1H NMR (CD3OD): δ 9.42 (s, 1H), 9.33 (s, 1H), 9.23 (s, 1H), 8.26 (s, 1H), 8.09 (d, 1H, J=3.6 Hz), 7.59 (m, 3H), 7.13 (m, 3H), 6.53 (d, 1H, J=7:5 Hz), 3.87 (s, 3H), 3.87 (s... The reactants are [BH4-], COCCOC, CC1(C)SCc2ccccc2C1=NO, [Cl-], [Cl-], [Cl-], [Cl-], N, [Na+], [Ti+4]. Product: CC1(C)SCc2ccccc2C1N. As a reaction SMILES: [BH4-:1].[CH3:18][O:19][CH2:20][CH2:21][O:22][CH3:23].[CH3:3][C:4]1([CH3:16])[S:5][CH2:6][c:7]2[cH:8][cH:9][cH:10][cH:11][c:12]2[C:13]1=[N:14][OH:15].[Cl-:24].[Cl-:25].[Cl-:26].[Cl-:27].[NH3:17].[Na+:2].[Ti+4:28]>>[CH3:3][C:4]1([CH3:16])[S:5][CH2:6][c:7]2[cH:8][cH:9][cH:10][cH:11][c:12]2[CH:13]1[NH2:14]. Reactants: C1COCCOCCOCCOCCO1, [H-], [Na+], C1CCOC1, O=Cc1c[nH]c(-c2ccccc2)c1, O=S(=O)(Cl)c1ccsc1. Yields the product O=Cc1cc(-c2ccccc2)n(S(=O)(=O)c2ccsc2)c1. RXN SMILES: [CH2:16]1[O:17][CH2:18][CH2:19][O:20][CH2:21][CH2:22][O:23][CH2:24][CH2:25][O:26][CH2:27][CH2:28][O:29][CH2:30]1.[H-:14].[Na+:15].[O:40]1[CH2:41][CH2:42][CH2:43][CH2:44]1.[c:1]1(-[c:7]2[cH:8][c:9]([CH:12]=[O:13])[cH:10][nH:11]2)[cH:2][cH:3][cH:4][cH:5][cH:6]1.[s:31]1[cH:32][c:33]([S:36](=[O:37])(=[O:38])[Cl:39])[cH:34][cH:35]1>>[c:1]1(-[c:7]2[cH:8][c:9]([CH:12]=[O:13])[cH:10][n:11]2[S:36]([c:33]2[cH:32][s:31][cH:35][cH:34]2)(=[O:37])=[O:38])[cH:2][cH:3][cH:4][cH:5][cH:6]1. The reactants are ClC1=CC=C(OC2=CC=C(C=O)C=C2)C=C1 (4-(4-chlorophenoxy)benzaldehyde), CC(C(=O)NC1=CC(=CC=C1)C1CCNCC1)C (2-methyl-N-[3-(4-piperidinyl)phenyl]propanamide). Yields the product ClC1=CC=C(OC2=CC=C(CN3CCC(CC3)C=3C=C(C=CC3)NC(C(C)C)=O)C=C2)C=C1 (N-(3-{1-[4-(4-CHLOROPHENOXY)BENZYL]-4-PIPERIDINYL}PHENYL)-2-METHYLPROPANAMIDE). Reaction SMILES: [Cl:1][C:2]1[CH:16]=[CH:15][C:5]([O:6][C:7]2[CH:14]=[CH:13][C:10]([CH:11]=O)=[CH:9][CH:8]=2)=[CH:4][CH:3]=1.[CH3:17][CH:18]([CH3:34])[C:19]([NH:21][C:22]1[CH:27]=[CH:26][CH:25]=[C:24]([CH:28]2[CH2:33][CH2:32][NH:31][CH2:30][CH2:29]2)[CH:23]=1)=[O:20]>>[Cl:1][C:2]1[CH:16]=[CH:15][C:5]([O:6][C:7]2[CH:14]=[CH:13][C:10]([CH2:11][N:31]3[CH2:32][CH2:33][CH:28]([C:24]4[CH:23]=[C:22]([NH:21][C:19](=[O:20])[CH:18]([CH3:17])[CH3:34])[CH:27]=[CH:26][CH:25]=4)[CH2:29][CH2:30]3)=[CH:9][CH:8]=2)=[CH:4][CH:3]=1. Procedure details: Prepared by Procedure F and Scheme R using 4-(4-chlorophenoxy)benzaldehyde and 2-methyl-N-[3-(4-piperidinyl)phenyl]propanamide: 1H NMR (400 MHz, CDCl3) δ 7.50 (s, 1H), 7.34–7.19 (m, 7H), 6.98–6.87 (m, 5H), 3.50 (s, 2H), 2.98 (d, 2H, J=11.8 Hz), 2.58–2.44 (m, 2H), 2.10–1.98 (m, 2H), 1.83–1.76 (m, 4H), 1.24 (d, 6H, J=6.8 Hz); ESMS m/e: 463.2 (M+H)+.